This data is from the Open Reaction Database (ORD), a public repository of structured organic reaction records. The task is: describe an organic reaction: reactants, conditions, products, and yield Yield: 35.0%. Reported procedure: methyl 4-(bromomethyl)-3-(methyloxy)benzoate (300 mg, 1.15 mmol) was suspended in water (3 ml) and concentrated aqueous hydrochloric acid (380 μl) was added. The reaction mixture was refluxed for 16 h, then cooled to room temperature and partitioned with ethyl acetate (10 ml). The organic phase was separated, washed with brine, dried over sodium sulfate and concentrated. The residue was purified by flash chromatography on silica gel (dichloromethane:methanol 95:5) to provide 4-(hydroxymethyl)-3-... The reactants are BrCC1=C(C=C(C(=O)OC)C=C1)OC (methyl 4-(bromomethyl)-3-(methyloxy)benzoate), Cl (hydrochloric acid), O (water). As a reaction SMILES: Br[CH2:2][C:3]1[CH:12]=[CH:11][C:6]([C:7]([O:9]C)=[O:8])=[CH:5][C:4]=1[O:13][CH3:14].Cl.[OH2:16]>>[OH:16][CH2:2][C:3]1[CH:12]=[CH:11][C:6]([C:7]([OH:9])=[O:8])=[CH:5][C:4]=1[O:13][CH3:14]. Product: OCC1=C(C=C(C(=O)O)C=C1)OC (4-(hydroxymethyl)-3-(methyloxy)benzoic acid). The reactants are COC(=O)CCc1ccc(Oc2cccc(Oc3ccc(Cl)cc3Oc3ccccc3)c2)cc1C, CO, Cl, [Na+], [OH-], O. The product is Cc1cc(Oc2cccc(Oc3ccc(Cl)cc3Oc3ccccc3)c2)ccc1CCC(=O)O. RXN SMILES: [CH3:1][O:2][C:3]([CH2:4][CH2:5][c:6]1[c:7]([CH3:34])[cH:8][c:9]([O:12][c:13]2[cH:14][c:15]([O:19][c:20]3[c:21]([O:27][c:28]4[cH:29][cH:30][cH:31][cH:32][cH:33]4)[cH:22][c:23]([Cl:26])[cH:24][cH:25]3)[cH:16][cH:17][cH:18]2)[cH:10][cH:11]1)=[O:35].[CH3:39][OH:40].[ClH:38].[Na+:37].[OH-:36].[OH2:41]>>[O:2]=[C:3]([CH2:4][CH2:5][c:6]1[c:7]([CH3:34])[cH:8][c:9]([O:12][c:13]2[cH:14][c:15]([O:19][c:20]3[c:21]([O:27][c:28]4[cH:29][cH:30][cH:31][cH:32][cH:33]4)[cH:22][c:23]([Cl:26])[cH:24][cH:25]3)[cH:16][cH:17][cH:18]2)[cH:10][cH:11]1)[OH:35]. Starting materials: BrC1=CC=C(C(=O)CCC(=O)N2[C@H](C(=O)O)CCC2)C=C1 (1-[3-(4-Bromobenzoyl)propionyl]-L-proline), BrBr (bromine). The reagents and catalysts are Br (hydrobromic acid). Solvent: C(C)(=O)O (acetic acid), C(C)(=O)O (acetic acid), C(C)(=O)O (acetic acid). Reaction conditions: time 18 hour. Product: BrC1=CC=C(C(=O)C(CC(=O)N2[C@H](C(=O)O)CCC2)Br)C=C1 (1-[3-(4-Bromobenzoyl)-3-bromopropionyl]-L-proline). Reaction SMILES: [Br:1][C:2]1[CH:21]=[CH:20][C:5]([C:6]([CH2:8][CH2:9][C:10]([N:12]2[CH2:19][CH2:18][CH2:17][C@H:13]2[C:14]([OH:16])=[O:15])=[O:11])=[O:7])=[CH:4][CH:3]=1.[Br:22]Br>Br.C(O)(=O)C>[Br:1][C:2]1[CH:21]=[CH:20][C:5]([C:6]([CH:8]([Br:22])[CH2:9][C:10]([N:12]2[CH2:19][CH2:18][CH2:17][C@H:13]2[C:14]([OH:16])=[O:15])=[O:11])=[O:7])=[CH:4][CH:3]=1. Procedure details: To a solution of 17.7 g. of 1-[3-(4-bromobenzoyl)propionyl]-L-proline (Example 36) in 150 ml. of acetic acid is added dropwise, a solution of 9.0 g. of bromine in 20 ml. of acetic acid followed by 5 drops of hydrobromic acid in acetic acid. The mixture is stirred for 18 hours, evaporated to 1/2 its volume, poured into 300 ml. of ice water and extracted with methylene chloride. The organic extract is washed twice with water, once with saturated sodium chloride solution, dried over magnesium sulfa... The reactants are ClC1=NC(=NS1)SC (5-chloro-3-methylthio-1,2,4-thiadiazole), N1=CN=C(C=C1)CO (4-pyrimidylmethyl alcohol), [H-].[Na+] (sodium hydride), [Cl-].[Na+] (sodium chloride). The solvent is CN(C=O)C (N,N-dimethylformamide). Reaction conditions: time 15 minute. The product is N1=CN=C(C=C1)COC1=NC(=NS1)SC (5-(4-pyrimidylmethyloxy)-3-methylthio-1,2,4-thiadiazole). Isolated yield 48.1%. RXN SMILES: Cl[C:2]1[S:6][N:5]=[C:4]([S:7][CH3:8])[N:3]=1.[N:9]1[CH:14]=[CH:13][C:12]([CH2:15][OH:16])=[N:11][CH:10]=1.[H-].[Na+].[Cl-].[Na+]>CN(C)C=O>[N:9]1[CH:14]=[CH:13][C:12]([CH2:15][O:16][C:2]2[S:6][N:5]=[C:4]([S:7][CH3:8])[N:3]=2)=[N:11][CH:10]=1 |f:2.3,4.5|. Procedure: Into 4 g of N,N-dimethylformamide were dissolved 304 mg of 5-chloro-3-methylthio-1,2,4-thiadiazole and 200 mg of 4-pyrimidylmethyl alcohol, 87 mg of sodium hydride (60% in oil) was added thereto under ice-cooling, and the reaction mixture was stirred for 15 minutes. After stirring for 2 hours at room temperature, the reaction mixture was added to saturated sodium chloride aqueous solution, and extracted with t-butyl methyl ether. The organic layer was concentrated, and the residue obtained was s... Starting materials: BrBr (bromine), S([O-])(O)(=O)=O.[Na+] (sodium bisulfate), CC1=C(C=2C(C(CC2C2=C1OC(C2)C(=O)O)CCC)=O)C (4,5-dimethyl-6-oxo-7-propyl-1,2,7,8-tetrahydro-6H-indeno[5,4-b]furan-2-carboxylic acid), O (water). The solvent is C(C)(=O)O (acetic acid), C(C)(=O)O (acetic acid). The product is CC1=C(C=2C(C(CC2C2=C1OC(C2)C(=O)O)(CCC)Br)=O)C (4,5-dimethyl-6-oxo-7-bromo-7-propyl-1,2,7,8-tetrahydro-6H-indeno[5,4-b]furan-2-carboxylic acid). The yield is 78.4%. RXN SMILES: [CH3:1][C:2]1[C:10]2[O:11][CH:12]([C:14]([OH:16])=[O:15])[CH2:13][C:9]=2[C:8]2[CH2:7][CH:6]([CH2:17][CH2:18][CH3:19])[C:5](=[O:20])[C:4]=2[C:3]=1[CH3:21].[Br:22]Br.O.S(=O)(=O)(O)[O-].[Na+]>C(O)(=O)C>[CH3:1][C:2]1[C:10]2[O:11][CH:12]([C:14]([OH:16])=[O:15])[CH2:13][C:9]=2[C:8]2[CH2:7][C:6]([Br:22])([CH2:17][CH2:18][CH3:19])[C:5](=[O:20])[C:4]=2[C:3]=1[CH3:21] |f:3.4|. Procedure details: A stirred suspension of 4,5-dimethyl-6-oxo-7-propyl-1,2,7,8-tetrahydro-6H-indeno[5,4-b]furan-2-carboxylic acid (14 g., 0.00486 mole) in acetic acid (15 ml.) is treated with a solution of bromine (0.8 g., 0.005 mole) in acetic acid (5 ml.) during a three minute period. The reaction mixture is poured into water (100 ml.) containing sodium bisulfate (1 g.), extracted with ether, washed with water, dried over magnesium sulfate and the ether distilled at reduced pressure affording an oil which on tri... The reactants are FC(C=1C=C(OC2CN(C2)C(=O)Cl)C=CC1)(F)F (3-[3-(trifluoromethyl)phenoxy]-1-azetidinecarbonyl chloride), C([O-])([O-])=O.[K+].[K+] (potassium carbonate), CC=CCN (N-methylallylamine). Run in O (water), O1CCCC1 (tetrahydrofuran). Run at time 15 minute. Yields the product O.CN(C(=O)N1CC(C1)OC1=CC(=CC=C1)C(F)(F)F)CC=C (N-Methyl-N-(2-propenyl)-3-[3-(trifluoromethyl)phenoxy]-1-azetidinecarboxamide hydrate). Reaction SMILES: [F:1][C:2]([F:18])([F:17])[C:3]1[CH:4]=[C:5]([CH:14]=[CH:15][CH:16]=1)[O:6][CH:7]1[CH2:10][N:9]([C:11](Cl)=[O:12])[CH2:8]1.[C:19](=O)([O-])[O-].[K+].[K+].C[CH:26]=[CH:27][CH2:28][NH2:29]>O1CCCC1.O>[OH2:6].[CH3:19][N:29]([CH2:28][CH:27]=[CH2:26])[C:11]([N:9]1[CH2:10][CH:7]([O:6][C:5]2[CH:14]=[CH:15][CH:16]=[C:3]([C:2]([F:18])([F:17])[F:1])[CH:4]=2)[CH2:8]1)=[O:12] |f:1.2.3,7.8|. Reported procedure: A stirred mixture of 2.8 g (0.01 mole) of 3-[3-(trifluoromethyl)phenoxy]-1-azetidinecarbonyl chloride and 1.4 g (0.01 mole) of potassium carbonate in 20 ml of tetrahydrofuran was treated with 0.72 g (0.01 mole) of N-methylallylamine. After stirring for 15 minutes, a piece of ice was added and stirring continued for 15 hr. The reaction mixture was diluted with water and the oil which separated was extracted into methylene chloride (2×50 ml). The combined extracts were dried over magnesium sulfate...